describe an organic reaction: reactants, conditions, products, and yield From a dataset of the Open Reaction Database (ORD), a public repository of structured organic reaction records. The product is N1(C=NC=C1)C=1N=C(C2=C(N1)SC(=C2Cl)C)NCC2=CC=CC=C2 (2-(imidazol-1-yl)-5-chloro-6-methyl-4-benzylamino-thieno-[2,3-d]-pyrimidine). Starting materials: N1C=NC=C1 (imidazole), ClC=1N=C(C2=C(N1)SC(=C2Cl)C)NCC2=CC=CC=C2 (2,5-dichloro-6-methyl-4-benzylamino-thieno-[2,3-d]-pyrimidine). Reaction SMILES: [NH:1]1[CH:5]=[CH:4][N:3]=[CH:2]1.Cl[C:7]1[N:8]=[C:9]([NH:18][CH2:19][C:20]2[CH:25]=[CH:24][CH:23]=[CH:22][CH:21]=2)[C:10]2[C:15]([Cl:16])=[C:14]([CH3:17])[S:13][C:11]=2[N:12]=1>>[N:1]1([C:7]2[N:8]=[C:9]([NH:18][CH2:19][C:20]3[CH:25]=[CH:24][CH:23]=[CH:22][CH:21]=3)[C:10]3[C:15]([Cl:16])=[C:14]([CH3:17])[S:13][C:11]=3[N:12]=2)[CH:5]=[CH:4][N:3]=[CH:2]1. Procedure: Following the procedure of Example 97, the reaction of imidazole with 2,5-dichloro-6-methyl-4-benzylamino-thieno-[2,3-d]-pyrimidine gives 2-(imidazol-1-yl)-5-chloro-6-methyl-4-benzylamino-thieno-[2,3-d]-pyrimidine. Yields the product O=Cc1ccc(OCc2ccccc2)c(C(=O)N(Cc2ccccc2)c2ccccc2)c1. Reactants: O=Cc1ccc(OCc2ccccc2)c(C(=O)O)c1, CN1CCOCC1, CCN=C=NCCCN(C)C, CN(C)C=O, CCOC(C)=O, Cl, On1nnc2cccnc21, c1ccc(CNc2ccccc2)cc1. RXN SMILES: [CH2:15]([c:16]1[cH:17][cH:18][cH:19][cH:20][cH:21]1)[O:22][c:23]1[c:24]([C:25](=[O:26])[OH:27])[cH:28][c:29]([CH:32]=[O:33])[cH:30][cH:31]1.[CH3:44][N:45]1[CH2:46][CH2:47][O:48][CH2:49][CH2:50]1.[CH3:52][N:53]([CH3:54])[CH2:55][CH2:56][CH2:57][N:58]=[C:59]=[N:60][CH2:61][CH3:62].[CH3:63][N:64]([CH3:65])[CH:66]=[O:67].[CH3:68][CH2:69][O:70][C:71](=[O:72])[CH3:73].[ClH:51].[OH:34][n:35]1[c:36]2[n:37][cH:38][cH:39][cH:40][c:41]2[n:42][n:43]1.[c:1]1([NH:7][CH2:8][c:9]2[cH:10][cH:11][cH:12][cH:13][cH:14]2)[cH:2][cH:3][cH:4][cH:5][cH:6]1>>[c:1]1([N:7]([CH2:8][c:9]2[cH:10][cH:11][cH:12][cH:13][cH:14]2)[C:25]([c:24]2[c:23]([O:22][CH2:15][c:16]3[cH:17][cH:18][cH:19][cH:20][cH:21]3)[cH:31][cH:30][c:29]([CH:32]=[O:33])[cH:28]2)=[O:26])[cH:2][cH:3][cH:4][cH:5][cH:6]1. Reactants: CCO, CC(CCC1CCCCC1)N1C(=O)c2ccccc2C1=O, NN, O. The product is CC(N)CCC1CCCCC1. Reaction SMILES: [CH3:25][CH2:26][OH:27].[CH:1]1([CH2:7][CH2:8][CH:9]([CH3:10])[N:11]2[C:12](=[O:13])[c:14]3[c:15]([cH:16][cH:17][cH:18][cH:19]3)[C:20]2=[O:21])[CH2:2][CH2:3][CH2:4][CH2:5][CH2:6]1.[NH2:23][NH2:24].[OH2:22]>>[CH:1]1([CH2:7][CH2:8][CH:9]([CH3:10])[NH2:11])[CH2:2][CH2:3][CH2:4][CH2:5][CH2:6]1. Starting materials: C(C)C=1OC(C2=C(N1)N=CC=C2)=O (2-Ethyl-pyrido[2,3-d][1,3]oxazin-4-one), FC1=CC=C(N)C=C1 (4-fluoroaniline). Run in C1(=CC=CC=C1)C (toluene). Conditions: temperature 120 celsius. Product: C(C)C=1N(C(C2=C(N1)N=CC=C2)=O)C2=CC=C(C=C2)F (2-Ethyl-3-(4-fluoro-phenyl)-3H-pyrido[2,3-d]pyrimidin-4-one). Yield: 31.9%. As a reaction SMILES: [CH2:1]([C:3]1O[C:5](=[O:13])[C:6]2[CH:12]=[CH:11][CH:10]=[N:9][C:7]=2[N:8]=1)[CH3:2].[F:14][C:15]1[CH:21]=[CH:20][C:18]([NH2:19])=[CH:17][CH:16]=1>C1(C)C=CC=CC=1>[CH2:1]([C:3]1[N:19]([C:18]2[CH:20]=[CH:21][C:15]([F:14])=[CH:16][CH:17]=2)[C:5](=[O:13])[C:6]2[CH:12]=[CH:11][CH:10]=[N:9][C:7]=2[N:8]=1)[CH3:2]. Procedure: A suspension of the pyrido-oxazine (16) (0.5 g, 2.84 mmol) and 4-fluoroaniline (0.32 g, 2.84 mmol) in toluene (21 mL) was heated to reflux overnight. The solution was concentrated to dryness under reduced pressure and ethylene glycol (2 mL) and sodium hydroxide (5 mg) were added. The mixture was heated again to 120° C. for 4 h, and the ethylene glycol was distilled off under reduced pressure. The resulting dark brown solid was subjected to silica-gel column chromatography [eluent: Ethyl acetate:... Reactants: BrCC1CC1, C1CCOC1, CC(C)(C)[O-], CCOC(C)=O, [K+], COC(=O)CCSc1cnc(Nc2nc(C3COC4(CCCCC4)O3)ns2)c(Oc2cccnc2C)c1, CN(C)C=O. The product is Cc1ncccc1Oc1cc(SCC2CC2)cnc1Nc1nc(C2COC3(CCCCC3)O2)ns1. As a reaction SMILES: [Br:44][CH2:45][CH:46]1[CH2:47][CH2:48]1.[CH2:54]1[O:55][CH2:56][CH2:57][CH2:58]1.[CH3:38][C:39]([O-:40])([CH3:41])[CH3:42].[CH3:59][CH2:60][O:61][C:62]([CH3:63])=[O:64].[K+:43].[O:1]1[CH:2]([c:11]2[n:12][s:13][c:14]([NH:16][c:17]3[c:18]([O:30][c:31]4[c:32]([CH3:37])[n:33][cH:34][cH:35][cH:36]4)[cH:19][c:20]([S:23][CH2:24][CH2:25][C:26]([O:27][CH3:28])=[O:29])[cH:21][n:22]3)[n:15]2)[CH2:3][O:4][C:5]12[CH2:6][CH2:7][CH2:8][CH2:9][CH2:10]2.[O:49]=[CH:50][N:51]([CH3:52])[CH3:53]>>[O:1]1[CH:2]([c:11]2[n:12][s:13][c:14]([NH:16][c:17]3[c:18]([O:30][c:31]4[c:32]([CH3:37])[n:33][cH:34][cH:35][cH:36]4)[cH:19][c:20]([S:23][CH2:24][CH:25]4[CH2:26][CH2:38]4)[cH:21][n:22]3)[n:15]2)[CH2:3][O:4][C:5]12[CH2:6][CH2:7][CH2:8][CH2:9][CH2:10]2. Reactants: CC1=C(C=CC(=C1)C=1OC(=NN1)C)C1=CC=C(C=C1)C(=O)N1CCC=2C=C3C(=CC12)C1(CCNCC1)CO3 (5-(2'-methyl-4'-(5-methyl-1,3,4-oxadiazol-2-yl)biphenyl-4-carbonyl)-2,3,6,7-tetrahydrospiro[furo[2,3-f]indole-3,4'-piperidine]), C([O-])([O-])=O.[Na+].[Na+] (sodium carbonate), BrCCO (2-bromoethanol). Solvent: C(C)O (ethanol). The product is OCCN1CCC2(CC1)COC1=CC=3CCN(C3C=C12)C(=O)C1=CC=C(C=C1)C1=C(C=C(C=C1)C=1OC(=NN1)C)C (1'-(2-Hydroxyethyl)-5-(2'-methyl-4'-(5-methyl-1,3,4-oxadiazol-2-yl)biphenyl-4-carbonyl)-2,3,6,7-tetrahydrospiro[furo[2,3-f]indole-3,4'-piperidine]). The yield is 56.4%. As a reaction SMILES: [CH3:1][C:2]1[CH:7]=[C:6]([C:8]2[O:9][C:10]([CH3:13])=[N:11][N:12]=2)[CH:5]=[CH:4][C:3]=1[C:14]1[CH:19]=[CH:18][C:17]([C:20]([N:22]2[C:30]3[CH:29]=[C:28]4[C:31]5([CH2:37][O:38][C:27]4=[CH:26][C:25]=3[CH2:24][CH2:23]2)[CH2:36][CH2:35][NH:34][CH2:33][CH2:32]5)=[O:21])=[CH:16][CH:15]=1.C(=O)([O-])[O-].[Na+].[Na+].Br[CH2:46][CH2:47][OH:48]>C(O)C>[OH:48][CH2:47][CH2:46][N:34]1[CH2:33][CH2:32][C:31]2([C:28]3[C:27](=[CH:26][C:25]4[CH2:24][CH2:23][N:22]([C:20]([C:17]5[CH:16]=[CH:15][C:14]([C:3]6[CH:4]=[CH:5][C:6]([C:8]7[O:9][C:10]([CH3:13])=[N:11][N:12]=7)=[CH:7][C:2]=6[CH3:1])=[CH:19][CH:18]=5)=[O:21])[C:30]=4[CH:29]=3)[O:38][CH2:37]2)[CH2:36][CH2:35]1 |f:1.2.3|. Procedure details: A stirred solution of 5-(2'-methyl-4'-(5-methyl-1,3,4-oxadiazol-2-yl)biphenyl-4-carbonyl)-2,3,6,7-tetrahydrospiro[furo[2,3-f]indole-3,4'-piperidine] (E17 in WO 96/19477, 1.5 g, 2.9 mmole) in ethanol (30 ml) was treated with sodium carbonate (1.2 g, 11.6 mmole) and 2-bromoethanol (0.41 ml, 5.8 mmole) and heated under reflux for 20 hours. The reaction mixture was concentrated in vacuo and the residue treated with water (10 ml) and extracted with chloroform. The extract was dried (Na2SO4), concentr... Starting materials: CN(C1=CC=C(C=C1)B(O)O)C (4-(Dimethylamino)phenylboronic acid), CC(C)NCCCN1C2=C(C(=NC=N2)N)N=C1SC3=C(C=C4C(=C3)OCO4)I (PU-H71), C(=O)(O)[O-].[Na+] (NaHCO3), CN(C)C=O (DMF). Reagents/catalysts: Cl[Pd]([P](C1=CC=CC=C1)(C2=CC=CC=C2)C3=CC=CC=C3)([P](C4=CC=CC=C4)(C5=CC=CC=C5)C6=CC=CC=C6)Cl (Pd(PPh3)2Cl2). The solvent is O (H2O). Conditions: temperature 90 celsius. The product is CN(C1=CC=C(C=C1)C=1C(=CC2=C(OCO2)C1)SC=1N(C2=NC=NC(=C2N1)N)CCCNC(C)C)C (8-(6-(4-(dimethylamino)phenyl)benzo[d][1,3]dioxol-5-ylthio)-9-(3-(isopropylamino)propyl)-9H-purin-6-amine). Isolated yield 85.5%. As a reaction SMILES: [CH3:1][N:2]([CH3:12])[C:3]1[CH:8]=[CH:7][C:6](B(O)O)=[CH:5][CH:4]=1.[CH3:13][CH:14]([NH:16][CH2:17][CH2:18][CH2:19][N:20]1[C:29]([S:30][C:31]2[CH:36]=[C:35]3[O:37][CH2:38][O:39][C:34]3=[CH:33][C:32]=2I)=[N:28][C:22]2[C:23]([NH2:27])=[N:24][CH:25]=[N:26][C:21]1=2)[CH3:15].C([O-])(O)=O.[Na+].CN(C=O)C>Cl[Pd](Cl)([P](C1C=CC=CC=1)(C1C=CC=CC=1)C1C=CC=CC=1)[P](C1C=CC=CC=1)(C1C=CC=CC=1)C1C=CC=CC=1.O>[CH3:1][N:2]([CH3:12])[C:3]1[CH:8]=[CH:7][C:6]([C:32]2[C:31]([S:30][C:29]3[N:20]([CH2:19][CH2:18][CH2:17][NH:16][CH:14]([CH3:15])[CH3:13])[C:21]4[C:22]([N:28]=3)=[C:23]([NH2:27])[N:24]=[CH:25][N:26]=4)=[CH:36][C:35]3[O:37][CH2:38][O:39][C:34]=3[CH:33]=2)=[CH:5][CH:4]=1 |f:2.3,^1:53,72|. Procedure details: 4-(Dimethylamino)phenylboronic acid (14.5 mg, 0.0877 mmol) was added to PU-H71 (30 mg, 0.0585 mmol) and NaHCO3 (14.7 mg, 0.1755 mmol). DMF (1 mL) was added and the reaction mixture was evacuated and back filled with nitrogen. This was repeated four times then nitrogen was bubbled through the reaction mixture for 10 minutes. Then H2O (0.1 mL) and Pd(PPh3)2Cl2 (4 mg, 0.00584 mmol) were added and the reaction mixture was heated under nitrogen at 90° C. for 3 h. Solvent was removed under reduced pre...